This data is from the Open Reaction Database (ORD), a public repository of structured organic reaction records. The task is: describe an organic reaction: reactants, conditions, products, and yield Reaction SMILES: [C:1](=[O:2])([O-:3])[O-:4].[CH2:13]([c:14]1[cH:15][cH:16][cH:17][cH:18][cH:19]1)[O:20][c:21]1[c:22]([C:23](=[O:24])[NH:25][c:26]2[c:27]([C:28](=[O:29])[O:30][CH3:31])[cH:32][cH:33][c:34](-[c:36]3[cH:37][cH:38][cH:39][cH:40][cH:41]3)[cH:35]2)[cH:42][c:43]([O:46][CH2:47][CH2:48][Br:49])[cH:44][cH:45]1.[CH2:7]1[CH2:8][S:9][CH2:10][CH2:11][NH:12]1.[CH3:50][C:51](=[O:52])[CH3:53].[K+:5].[K+:6]>>[CH2:7]1[CH2:8][S:9][CH2:10][CH2:11][N:12]1[CH2:48][CH2:47][O:46][c:43]1[cH:42][c:22]([C:23](=[O:24])[NH:25][c:26]2[c:27]([C:28](=[O:29])[O:30][CH3:31])[cH:32][cH:33][c:34](-[c:36]3[cH:37][cH:38][cH:39][cH:40][cH:41]3)[cH:35]2)[c:21]([O:20][CH2:13][c:14]2[cH:15][cH:16][cH:17][cH:18][cH:19]2)[cH:45][cH:44]1. Yields the product COC(=O)c1ccc(-c2ccccc2)cc1NC(=O)c1cc(OCCN2CCSCC2)ccc1OCc1ccccc1. Reactants: O=C([O-])[O-], COC(=O)c1ccc(-c2ccccc2)cc1NC(=O)c1cc(OCCBr)ccc1OCc1ccccc1, C1CSCCN1, CC(C)=O, [K+], [K+]. The reactants are Brc1nccs1, NCCCOc1cccc(CN2CCCCC2)c1, c1ccncc1. Yields the product c1cc(CN2CCCCC2)cc(OCCCNc2nccs2)c1. Reaction SMILES: [Br:19][c:20]1[s:21][cH:22][cH:23][n:24]1.[N:1]1([CH2:7][c:8]2[cH:9][c:10]([O:11][CH2:12][CH2:13][CH2:14][NH2:15])[cH:16][cH:17][cH:18]2)[CH2:2][CH2:3][CH2:4][CH2:5][CH2:6]1.[cH:25]1[cH:26][cH:27][n:28][cH:29][cH:30]1>>[N:1]1([CH2:7][c:8]2[cH:9][c:10]([O:11][CH2:12][CH2:13][CH2:14][NH:15][c:20]3[s:21][cH:22][cH:23][n:24]3)[cH:16][cH:17][cH:18]2)[CH2:2][CH2:3][CH2:4][CH2:5][CH2:6]1. Reactants: CCOC(C)=O, Cc1cc(O)c([N+](=O)[O-])cc1S(C)(=O)=O, CCO. Yields the product Cc1cc(O)c(N)cc1S(C)(=O)=O. Reaction SMILES: [CH3:16][CH2:17][O:18][C:19]([CH3:20])=[O:21].[CH3:1][c:2]1[c:3]([S:12](=[O:13])(=[O:14])[CH3:15])[cH:4][c:5]([N+:9]([O-:10])=[O:11])[c:6]([OH:8])[cH:7]1.[CH3:22][CH2:23][OH:24]>>[CH3:1][c:2]1[c:3]([S:12](=[O:13])(=[O:14])[CH3:15])[cH:4][c:5]([NH2:9])[c:6]([OH:8])[cH:7]1. The reactants are Cl (hydrochloric acid), N1=CC=CC=C1 (pyridine), C(CCCCCCCCCCC)C=1C=NC(=NC1)C1=CC=C(C=C1)O (4-(5-dodecyl-2-pyrimidinyl)phenol), C(CCCCC)C1=CC=C(S1)C(=O)Cl (5-hexylthiophene-2-carboxylic chloride). The solvent is O (water). Reaction conditions: time 5 hour. Product: C(CCCCC)C1=CC=C(S1)C(=O)OC1=CC=C(C=C1)C1=NC=C(C=N1)CCCCCCCCCCCC (4-(5-dodecyl-2-pyrimidinyl)phenyl 5-hexylthiophene-2-carboxylate). Yield: 30.1%. Reaction SMILES: N1C=CC=CC=1.[CH2:7]([C:19]1[CH:20]=[N:21][C:22]([C:25]2[CH:30]=[CH:29][C:28]([OH:31])=[CH:27][CH:26]=2)=[N:23][CH:24]=1)[CH2:8][CH2:9][CH2:10][CH2:11][CH2:12][CH2:13][CH2:14][CH2:15][CH2:16][CH2:17][CH3:18].[CH2:32]([C:38]1[S:42][C:41]([C:43](Cl)=[O:44])=[CH:40][CH:39]=1)[CH2:33][CH2:34][CH2:35][CH2:36][CH3:37].Cl>O>[CH2:32]([C:38]1[S:42][C:41]([C:43]([O:31][C:28]2[CH:27]=[CH:26][C:25]([C:22]3[N:23]=[CH:24][C:19]([CH2:7][CH2:8][CH2:9][CH2:10][CH2:11][CH2:12][CH2:13][CH2:14][CH2:15][CH2:16][CH2:17][CH3:18])=[CH:20][N:21]=3)=[CH:30][CH:29]=2)=[O:44])=[CH:40][CH:39]=1)[CH2:33][CH2:34][CH2:35][CH2:36][CH3:37]. Procedure details: 15 ml of pyridine was added to 0.80 g (2.36×10-3 mol) of 4-(5-dodecyl-2-pyrimidinyl)phenol, followed by cooling on an iced water bath. To the mixture, 0.54 g (2.36×10-3 mol) of 5-hexylthiophene-2-carboxylic chloride was added, followed by stirring for 5 hours at room temperature. After the reaction, the reaction mixture was poured into 100 ml of water and acidified with conc. hydrochloric acid, followed by three times of extraction with 50 ml of isopropyl ether. The organic layer was washed with... The reactants are C(C)OC(=O)[C@@H]1CC[C@H](CC1)OC1=NC=NC=C1 (trans-4-(pyrimidin-4-yloxy)-cyclohexanecarboxylic acid ethyl ester), [OH-].[Na+] (sodium hydroxide). Solvent: O1CCOCC1 (1,4-dioxane). Run at time 3 hour. The product is N1=CN=C(C=C1)O[C@@H]1CC[C@H](CC1)C(=O)O (trans-4-(Pyrimidin-4-yloxy)-cyclohexanecarboxylic acid). Isolated yield 95.0%. As a reaction SMILES: C([O:3][C:4]([C@H:6]1[CH2:11][CH2:10][C@H:9]([O:12][C:13]2[CH:18]=[CH:17][N:16]=[CH:15][N:14]=2)[CH2:8][CH2:7]1)=[O:5])C.[OH-].[Na+]>O1CCOCC1>[N:16]1[CH:17]=[CH:18][C:13]([O:12][C@H:9]2[CH2:8][CH2:7][C@H:6]([C:4]([OH:5])=[O:3])[CH2:11][CH2:10]2)=[N:14][CH:15]=1 |f:1.2|. Reported procedure: To a solution of cis/trans-4-(pyrimidin-4-yloxy)-cyclohexanecarboxylic acid ethyl ester (1:1) (0.90 g, 3.6 mmol) in 1,4-dioxane (18 ml) was added 2 M aqueous sodium hydroxide solution (18 ml, 36 mmol). Stirring at room temperature for 3 h was followed by acidification to pH 2-3 with 1 M aqueous hydrogen chloride solution (42 ml) and extraction with four 100-ml portions of ethyl acetate. The combined organic layers were dried over anhydrous sodium sulfate and concentrated in vacuo to give the tit... Starting materials: COC=1C=C2C=CC(=CC2=CC1)C=1OC2=C(C1C(CCCC)O)C=CC=C2 (1-[2-(6-methoxy-naphthalen-2-yl)-benzofuran-3-yl]-pentan-1-ol), C(C)[SiH](CC)CC (triethyl silane), FC(C(=O)O)(F)F (Trifluoro acetic acid). Solvent: C(Cl)Cl (methylene chloride). Yields the product COC=1C=C2C=CC(=CC2=CC1)C=1OC2=C(C1CCCCC)C=CC=C2 (2-(6-Methoxy-naphthalen-2-yl)-3-pentyl-benzofuran). Yield: 60.1%. Reaction SMILES: [CH3:1][O:2][C:3]1[CH:4]=[C:5]2[C:10](=[CH:11][CH:12]=1)[CH:9]=[C:8]([C:13]1[O:14][C:15]3[CH:27]=[CH:26][CH:25]=[CH:24][C:16]=3[C:17]=1[CH:18](O)[CH2:19][CH2:20][CH2:21][CH3:22])[CH:7]=[CH:6]2.C([SiH](CC)CC)C.FC(F)(F)C(O)=O>C(Cl)Cl>[CH3:1][O:2][C:3]1[CH:4]=[C:5]2[C:10](=[CH:11][CH:12]=1)[CH:9]=[C:8]([C:13]1[O:14][C:15]3[CH:27]=[CH:26][CH:25]=[CH:24][C:16]=3[C:17]=1[CH2:18][CH2:19][CH2:20][CH2:21][CH3:22])[CH:7]=[CH:6]2. Procedure details: The solution of 1-[2-(6-methoxy-naphthalen-2-yl)-benzofuran-3-yl]-pentan-1-ol (15.5 g, 43 mmol) and triethyl silane (10 g, 86 mmol) in methylene chloride (300 mL) was cooled in an ice bath. Trifluoro acetic acid (50 mL) was added gradually. The mixture was stirred at while cooling for 2 hours then was allowed to warm to room temperature. The solvent was evaporated. The residue was dissolved in ether and washed with sodium bicarbonate solution, then with water. The solvent was evaporated and the ...